describe an organic reaction: reactants, conditions, products, and yield From a dataset of the Open Reaction Database (ORD), a public repository of structured organic reaction records. The reactants are CC=1C2=CC=CC=C2C=C2C=CC=CC12 (9-methylanthracene), [Ba] (barium), [H][H] (hydrogen). Reagents/catalysts: [Cr](=O)([O-])[O-].[Cu+2] (copper chromite). Solvent: C(C)O (ethyl alcohol). Run at temperature 150 celsius. Yields the product CC1C2=CC=CC=C2CC=2C=CC=CC12 (9,10-dihydro-9-methylanthracene). As a reaction SMILES: [CH3:1][C:2]1[C:3]2[C:8]([CH:9]=[C:10]3[C:15]=1[CH:14]=[CH:13][CH:12]=[CH:11]3)=[CH:7][CH:6]=[CH:5][CH:4]=2.[Ba].[H][H]>[Cr]([O-])([O-])=O.[Cu+2].C(O)C>[CH3:1][CH:2]1[C:3]2[CH:4]=[CH:5][CH:6]=[CH:7][C:8]=2[CH2:9][C:10]2[C:15]1=[CH:14][CH:13]=[CH:12][CH:11]=2 |f:3.4|. Reported procedure: 9,10-Dihydro-9-methylanthracene was prepared by pressurizing a mixture of 2 g of 9-methylanthracene, 0.5 g of a barium-promoted copper chromite catalyst (Girdler G-22), and 3 ml of ethyl alcohol with hydrogen to 3000 psi at room temperature, followed by heating the mixture at a temperature of 150° C. for 1 hour with agitation. The product was characterized by nmr spectroscopy. The products of four such runs were combined, and the mixture was vacuum-distilled to give 9,10-dihydro-9-methylanthrace... Starting materials: ClC1=CC=C2C(=CNC2=C1)C(C(F)(F)F)=O (1-(6-chloro-1H-indol-3-yl)-2,2,2-trifluoro-ethanone), C([O-])([O-])=O.[K+].[K+] (potassium carbonate), BrCCC(C)C (1-bromo-3-methylbutane). Run in CN(C=O)C (N,N-dimethylformamide). Conditions: temperature 25 celsius, time 30 minute. Yields the product ClC1=CC=C2C(=CN(C2=C1)CCC(C)C)C(C(F)(F)F)=O (1-[6-chloro-1-(3-methyl-butyl)-1H-indol-3-yl]-2,2,2-trifluoro-ethanone). Yield: 110.7%. Reaction SMILES: [Cl:1][C:2]1[CH:10]=[C:9]2[C:5]([C:6]([C:11](=[O:16])[C:12]([F:15])([F:14])[F:13])=[CH:7][NH:8]2)=[CH:4][CH:3]=1.C(=O)([O-])[O-].[K+].[K+].Br[CH2:24][CH2:25][CH:26]([CH3:28])[CH3:27]>CN(C)C=O>[Cl:1][C:2]1[CH:10]=[C:9]2[C:5]([C:6]([C:11](=[O:16])[C:12]([F:13])([F:14])[F:15])=[CH:7][N:8]2[CH2:24][CH2:25][CH:26]([CH3:28])[CH3:27])=[CH:4][CH:3]=1 |f:1.2.3|. Reported procedure: A mixture of 1-(6-chloro-1H-indol-3-yl)-2,2,2-trifluoro-ethanone (200 mg, 0.81 mmol) and potassium carbonate (214 mg, 2.02 mmol) in N,N-dimethylformamide (2 mL) was stirred at 25° C. for 30 min. This mixture was then treated with 1-bromo-3-methylbutane (0.15 mL, 1.21 mmol) and then heated at 60° C. for 5 h. At this time, the reaction was cooled to 25° C. and concentrated in vacuo. The residue was diluted with ethyl acetate (50 mL) and was washed with a saturated aqueous sodium bicarbonate soluti... The reagents and catalysts are [Ni] (Raney nickel). Yield: 93.6%. RXN SMILES: [C:1]([O:4][CH:5]1[C:14]2[C:9](=[C:10]([N:15]3[CH2:20][CH2:19][C:18](=[N:21]O)[CH2:17][CH2:16]3)[CH:11]=[CH:12][CH:13]=2)[O:8][CH2:7][CH2:6]1)(=[O:3])[CH3:2]>C(O)C.[NH4+].[OH-].[Ni]>[C:1]([O:4][CH:5]1[C:14]2[C:9](=[C:10]([N:15]3[CH2:16][CH2:17][CH:18]([NH2:21])[CH2:19][CH2:20]3)[CH:11]=[CH:12][CH:13]=2)[O:8][CH2:7][CH2:6]1)(=[O:3])[CH3:2] |f:2.3|. Run in C(C)O (ethanol), [NH4+].[OH-] (NH4OH). The reactants are C(C)(=O)OC1CCOC2=C(C=CC=C12)N1CCC(CC1)=NO (1-(4-acetyloxychroman-8-yl)-4-hydroxyiminopiperidine). Product: C(C)(=O)OC1CCOC2=C(C=CC=C12)N1CCC(CC1)N (1-(4-acetyloxychroman-8-yl)-4-aminopiperidine). Reported procedure: 0.28 g of the compound of Step 4 is dissolved in a solution of 6 ml of ethanol and 0.3 ml of NH4OH. 0.3 ml of Raney nickel is added and the whole is hydrogenated at room temperature under atmospheric pressure. After filtering off the catalyst, rinsing and evaporating, 0.25 g of the expected product is obtained. Yield: 96%. The reactants are CCO, Cl, [Na+], C1CCOC1, [OH-], O, CCCc1oc(-c2ccccc2)nc1COc1ccc(COc2cccc(CC(=O)OC)c2)cc1. Product: CCCc1oc(-c2ccccc2)nc1COc1ccc(COc2cccc(CC(=O)O)c2)cc1. Reaction SMILES: [CH3:45][CH2:46][OH:47].[ClH:43].[Na+:42].[O:36]1[CH2:37][CH2:38][CH2:39][CH2:40]1.[OH-:41].[OH2:44].[c:1]1(-[c:7]2[o:8][c:9]([CH2:33][CH2:34][CH3:35])[c:10]([CH2:12][O:13][c:14]3[cH:15][cH:16][c:17]([CH2:18][O:19][c:20]4[cH:21][c:22]([CH2:26][C:27](=[O:28])[O:29][CH3:30])[cH:23][cH:24][cH:25]4)[cH:31][cH:32]3)[n:11]2)[cH:2][cH:3][cH:4][cH:5][cH:6]1>>[c:1]1(-[c:7]2[o:8][c:9]([CH2:33][CH2:34][CH3:35])[c:10]([CH2:12][O:13][c:14]3[cH:15][cH:16][c:17]([CH2:18][O:19][c:20]4[cH:21][c:22]([CH2:26][C:27](=[O:28])[OH:29])[cH:23][cH:24][cH:25]4)[cH:31][cH:32]3)[n:11]2)[cH:2][cH:3][cH:4][cH:5][cH:6]1. Starting materials: CCc1cc(O)c2c(c1)OC(C)(C)c1ccncc1-2, CC(=O)OC(C)=O, c1ccncc1. Product: CCc1cc(OC(C)=O)c2c(c1)OC(C)(C)c1ccncc1-2. RXN SMILES: [CH3:1][C:2]1([CH3:19])[O:3][c:4]2[c:5]([c:6]([OH:12])[cH:7][c:8]([CH2:10][CH3:11])[cH:9]2)-[c:13]2[c:14]1[cH:15][cH:16][n:17][cH:18]2.[CH3:20][C:21](=[O:22])[O:23][C:24](=[O:25])[CH3:26].[cH:27]1[cH:28][cH:29][n:30][cH:31][cH:32]1>>[CH3:1][C:2]1([CH3:19])[O:3][c:4]2[c:5]([c:6]([O:12][C:21]([CH3:20])=[O:22])[cH:7][c:8]([CH2:10][CH3:11])[cH:9]2)-[c:13]2[c:14]1[cH:15][cH:16][n:17][cH:18]2. Reactants: C1CCOC1, CN, CO, CSC(=NS(C)(=O)=O)SC. Product: CN=C(NS(C)(=O)=O)SC. As a reaction SMILES: [CH2:13]1[O:14][CH2:15][CH2:16][CH2:17]1.[CH3:11][NH2:12].[CH3:18][OH:19].[CH3:1][S:2][C:3](=[N:4][S:5](=[O:6])(=[O:7])[CH3:8])[S:9][CH3:10]>>[CH3:1][S:2][C:3]([NH:4][S:5](=[O:6])(=[O:7])[CH3:8])=[N:12][CH3:11]. The reactants are NC(=O)C1C2C=CC(C2)C1Nc1nc(Cl)ncc1Cl, COc1c(N)ccc2c1C(=O)CC(NC(C)=O)CC2. Yields the product Cl, COc1c(Nc2ncc(Cl)c(NC3C4C=CC(C4)C3C(N)=O)n2)ccc2c1C(=O)CC(NC(C)=O)CC2. Reaction SMILES: [Cl:1][c:2]1[n:3][cH:4][c:5]([Cl:19])[c:6]([NH:8][CH:9]2[CH:10]([C:16](=[O:17])[NH2:18])[CH:11]3[CH:12]=[CH:13][CH:14]2[CH2:15]3)[n:7]1.[NH2:20][c:21]1[cH:22][cH:23][c:24]2[c:25]([c:36]1[O:37][CH3:38])[C:26](=[O:35])[CH2:27][CH:28]([NH:31][C:32]([CH3:33])=[O:34])[CH2:29][CH2:30]2>>[ClH:1].[c:2]1([NH:20][c:21]2[cH:22][cH:23][c:24]3[c:25]([c:36]2[O:37][CH3:38])[C:26](=[O:35])[CH2:27][CH:28]([NH:31][C:32]([CH3:33])=[O:34])[CH2:29][CH2:30]3)[n:3][cH:4][c:5]([Cl:19])[c:6]([NH:8][CH:9]2[CH:10]([C:16](=[O:17])[NH2:18])[CH:11]3[CH:12]=[CH:13][CH:14]2[CH2:15]3)[n:7]1. Starting materials: C(O)([O-])=O.[Na+] (sodium hydrogen carbonate), solution, B(Br)(Br)Br (boron tribromide), O=C1N(C=NC2=CC=CC=C12)NC(=O)NC1=CC=C(C=C1)OC (1-(3,4-dihydro-4-oxo-3-quinazolinyl)-3-(p-methoxyphenyl)urea). Run at time 8 hour. RXN SMILES: B(Br)(Br)Br.[O:5]=[C:6]1[C:15]2[C:10](=[CH:11][CH:12]=[CH:13][CH:14]=2)[N:9]=[CH:8][N:7]1[NH:16][C:17]([NH:19][C:20]1[CH:25]=[CH:24][C:23]([O:26]C)=[CH:22][CH:21]=1)=[O:18].C(=O)([O-])O.[Na+]>ClCCl>[O:5]=[C:6]1[C:15]2[C:10](=[CH:11][CH:12]=[CH:13][CH:14]=2)[N:9]=[CH:8][N:7]1[NH:16][C:17]([NH:19][C:20]1[CH:25]=[CH:24][C:23]([OH:26])=[CH:22][CH:21]=1)=[O:18] |f:2.3|. Solvent: ClCCl (dichloromethane). Procedure: A 1.0 molar solution of boron tribromide (6.45 mL, 6.45 mmol BBr3) is added dropwise to a mixture of 1-(3,4-dihydro-4-oxo-3-quinazolinyl)-3-(p-methoxyphenyl)urea (1.0 g, 3.22 mmol) in dichloromethane under a nitrogen atmosphere. The reaction mixture is stirred overnight at room temperature, adjusted to about pH 8 with saturated sodium hydrogen carbonate solution, stirred for 2 hours, washed with water and filtered. The filter cake is dried, triturated with hot acetone, filtered and dried to give... Product: O=C1N(C=NC2=CC=CC=C12)NC(=O)NC1=CC=C(C=C1)O (1(3,4-Dihydro-4-oxo-3-quinazolinyl)-3-(p-hydroxyphenyl)urea). Reactants: COC1=C(C=O)C=CC=C1 (o-methoxybenzaldehyde), N1C(=O)NC(=O)C1 (hydantoin), C(O)CN (monoethanolamine). Solvent: O (water). Reaction conditions: time 4 hour. The product is COC1=C(C=C2C(NC(N2)=O)=O)C=CC=C1 (5-(2'-Methoxybenzal) hydantoin). The yield is 90.5%. Reaction SMILES: [CH3:1][O:2][C:3]1[CH:10]=[CH:9][CH:8]=[CH:7][C:4]=1[CH:5]=O.[NH:11]1[CH2:17][C:15](=[O:16])[NH:14][C:12]1=[O:13].C(CN)O>O>[CH3:1][O:2][C:3]1[CH:10]=[CH:9][CH:8]=[CH:7][C:4]=1[CH:5]=[C:17]1[NH:11][C:12](=[O:13])[NH:14][C:15]1=[O:16]. Procedure: A mixture of o-methoxybenzaldehyde (2.00 g., 14.7 mmoles) and hydantoin (1.47 g., 1 molar ratio) in water (12 ml) was heated to 70°; monoethanolamine (1.35 g., 1.5 molar ratio) was then added. The mixture was heated in an oil bath (90°-92°) and stirred magnetically for 4 hours. Usual workup gave the title compound as an orange solid (2.90 g.), m.p. 174°-179°. Reactants: BrC=1C(=C2CCNC2=NC1)C (5-bromo-4-methyl-7-azaindoline), [Cu]C#N (copper (I) cyanide). The solvent is CN(C)C=O (DMF). Run at temperature 180 celsius. Yields the product C(#N)C=1C(=C2CCNC2=NC1)C (5-Cyano-4-methyl-7-azaindoline). As a reaction SMILES: Br[C:2]1[C:3]([CH3:11])=[C:4]2[C:8](=[N:9][CH:10]=1)[NH:7][CH2:6][CH2:5]2.[Cu][C:13]#[N:14]>CN(C=O)C>[C:13]([C:2]1[C:3]([CH3:11])=[C:4]2[C:8](=[N:9][CH:10]=1)[NH:7][CH2:6][CH2:5]2)#[N:14]. Procedure: A stirred mixture of 5-bromo-4-methyl-7-azaindoline (270 mg, 1.27 mmol) and copper (I) cyanide (135 mg, 1.5 mmol) in DMF (0.3 mL) was heated to 180° C. for 4 h. The reaction mixture was cooled and partitioned between 5% potassium cyanide solution and ethyl acetate. The organic layer was dried (Na2SO4) and evaporated in vacuo. The residue was purified by flash column chromatography (50% ethyl acetate/hexanes) to give the title compound: